From a dataset of the Open Reaction Database (ORD), a public repository of structured organic reaction records. describe an organic reaction: reactants, conditions, products, and yield The reactants are aqueous solution, O(Cl)Cl.[Zr] (Zirconium oxychloride), P(=O)(O)([O-])[O-].[Na+].[Na+] (disodium hydrogenphosphate). Run in O (water). Conditions: temperature 80 celsius, time 1 hour. Yields the product P(=O)([O-])([O-])[O-].[Zr+4].P(=O)([O-])([O-])[O-].P(=O)([O-])([O-])[O-].P(=O)([O-])([O-])[O-].[Zr+4].[Zr+4] (zirconium phosphate). Yield: 123.4%. RXN SMILES: O(Cl)Cl.[Zr:4].[P:5]([O-:9])([O-:8])([OH:7])=[O:6].[Na+].[Na+]>O>[P:5]([O-:9])([O-:8])([O-:7])=[O:6].[Zr+4:4].[P:5]([O-:9])([O-:8])([O-:7])=[O:6].[P:5]([O-:9])([O-:8])([O-:7])=[O:6].[P:5]([O-:9])([O-:8])([O-:7])=[O:6].[Zr+4:4].[Zr+4:4] |f:0.1,2.3.4,6.7.8.9.10.11.12|. Procedure details: Zirconium oxychloride (ZrOCl2.8H2O) 36.1 g (0.112 mole) was dissolved in 50 ml of water, and to the resulting solution was added 200 ml of an aqueous solution containing disodium hydrogenphosphate (Na2HPO4) 31.8 g (0.224 mole) to form a white precipitate. The resulting mixture was stirred at 80° C. for one hour, and the white precipitate was sufficiently washed with water by a decantation method, filtered, further washed with water, and dried at 120° C. to obtain zirconium phosphate (Zr(HPO4)2) ... The reactants are C(C)(C)(C)OC(N[C@@H]1[C@H](OC[C@@H](C1)N1CC2=NN(C=C2C1)S(=O)(=O)C1CCCC1)C1=C(C=CC(=C1)F)F)=O (tert-Butyl{(2R,3S,5R)-2-(2,5-difluorophenyl)-5-[2-(cyclopentylsulfonyl)-2,6-dihydropyrrolo[3,4-c]pyrazol-5(4H)-yl]tetrahydro-2H-pyran-3-yl}carbamate), FC(C(=O)O)(F)F (trifluoroacetic acid). The solvent is ClCCl (dichloromethane). Reaction conditions: time 1.5 hour. The product is FC(C(=O)O)(F)F.FC1=C(C=C(C=C1)F)[C@H]1OC[C@@H](C[C@@H]1N)N1CC2=NN(C=C2C1)S(=O)(=O)C1CCCC1 ((2R,3S,5R)-2-(2,5-Difluorophenyl)-5-[2-(cyclopentylsulfonyl)-2,6-dihydropyrrolo[3,4-c]pyrazol-5(4H)-yl]tetrahydro-2H-pyran-3-amine trifluoroacetate salt). Reaction SMILES: C(OC(=O)[NH:7][C@H:8]1[CH2:13][C@@H:12]([N:14]2[CH2:21][C:20]3[C:16](=[N:17][N:18]([S:22]([CH:25]4[CH2:29][CH2:28][CH2:27][CH2:26]4)(=[O:24])=[O:23])[CH:19]=3)[CH2:15]2)[CH2:11][O:10][C@@H:9]1[C:30]1[CH:35]=[C:34]([F:36])[CH:33]=[CH:32][C:31]=1[F:37])(C)(C)C.[F:39][C:40]([F:45])([F:44])[C:41]([OH:43])=[O:42]>ClCCl>[F:39][C:40]([F:45])([F:44])[C:41]([OH:43])=[O:42].[F:37][C:31]1[CH:32]=[CH:33][C:34]([F:36])=[CH:35][C:30]=1[C@@H:9]1[C@@H:8]([NH2:7])[CH2:13][C@@H:12]([N:14]2[CH2:21][C:20]3[C:16](=[N:17][N:18]([S:22]([CH:25]4[CH2:29][CH2:28][CH2:27][CH2:26]4)(=[O:23])=[O:24])[CH:19]=3)[CH2:15]2)[CH2:11][O:10]1 |f:3.4|. Procedure details: A solution of the intermediate obtained in Step A above (90 mg, 0.16 mmol) in dichloromethane (6 mL) was treated with trifluoroacetic acid (3 mL) at room temperature. After 1.5 h, the reaction mixture was concentrated to give the title compound. 1H NMR (500 MHz, CD3OD): δ 1.61-1.74 (m, 4H); 1.92-2.08 (m, 4H); 2.11 (q, 1H, J=12 Hz); 2.78-2.84 (m, 1H); 3.68 (td, 1H, J=12, 4 Hz); 3.78 (t, 1H, J=12 Hz); 3.88-3.96 (m, 1H); 4.02-4.10 (m, 1H); 4.49-4.67 (m, 5H); 4.71 (d, 1H, J=12 Hz); 7.19-7.27 (m, 2H)... Reactants: NC=1SC(=NN1)SCC(CN1N=CN=C1)(O)C1=C(C=C(C=C1)Cl)Cl (1-[3-(2-Amino-1,3,4-thiadiazol-5-ylthio)-2-(2,4-dichlorophenyl)-2-hydroxy-propyl]-1,2,4-triazole), C(C)(=O)OC(C)=O (acetic anhydride). Run in N1=CC=CC=C1 (pyridine). The product is C(C)(=O)NC=1SC(=NN1)SCC(CN1N=CN=C1)(O)C1=C(C=C(C=C1)Cl)Cl (1-[3-(2-Acetamido-1,3,4-thiadiazol-5-ylthio)-2-(2,4-dichlorophenyl)-2-hydroxy-propyl]-1,2,4-triazole). Reaction SMILES: [NH2:1][C:2]1[S:3][C:4]([S:7][CH2:8][C:9]([C:17]2[CH:22]=[CH:21][C:20]([Cl:23])=[CH:19][C:18]=2[Cl:24])([OH:16])[CH2:10][N:11]2[CH:15]=[N:14][CH:13]=[N:12]2)=[N:5][N:6]=1.[C:25](OC(=O)C)(=[O:27])[CH3:26]>N1C=CC=CC=1>[C:25]([NH:1][C:2]1[S:3][C:4]([S:7][CH2:8][C:9]([C:17]2[CH:22]=[CH:21][C:20]([Cl:23])=[CH:19][C:18]=2[Cl:24])([OH:16])[CH2:10][N:11]2[CH:15]=[N:14][CH:13]=[N:12]2)=[N:5][N:6]=1)(=[O:27])[CH3:26]. Reported procedure: 1-[3-(2-Amino-1,3,4-thiadiazol-5-ylthio)-2-(2,4-dichlorophenyl)-2-hydroxy-propyl]-1,2,4-triazole (0.5 g, 0.00124 m) was stirred at room temperature with a mixture of acetic anhydride (0.5 ml) and pyridine (5 ml) for one hour. The resulting solid was collected by filtration, washed with water and dried to give the title compound, 0.44 g (80%); m.p. 132° C. Starting materials: NC=1C(=C(C(=C(C(=O)O)C1I)I)CO)I (5-Amino-3-hydroxymethyl-2,4,6-triiodobenzoic acid), C(C)(=O)OC(C)=O (acetic anhydride). The solvent is N1=CC=CC=C1 (pyridine). Conditions: time 8 hour. The product is NC=1C(=C(C(=C(C(=O)O)C1I)I)COC(C)=O)I (5-Amino-3-acetoxymethyl-2,4,6-triiodobenzoic acid). Isolated yield 100.0%. Reaction SMILES: [NH2:1][C:2]1[C:3]([I:15])=[C:4]([CH2:13][OH:14])[C:5]([I:12])=[C:6]([C:10]=1[I:11])[C:7]([OH:9])=[O:8].[C:16](OC(=O)C)(=[O:18])[CH3:17]>N1C=CC=CC=1>[NH2:1][C:2]1[C:3]([I:15])=[C:4]([CH2:13][O:14][C:16](=[O:18])[CH3:17])[C:5]([I:12])=[C:6]([C:10]=1[I:11])[C:7]([OH:9])=[O:8]. Procedure: 5-Amino-3-hydroxymethyl-2,4,6-triiodobenzoic acid (41.2 g, 0.076 mol) was dissolved in pyridine (100 ml), and acetic anhydride (80 ml) was added slowly with efficient stirring at room temperature. Stirring was continued overnight. The reaction mixture was then evaporated to a semisolid mass and treated with hydrochloric acid (2M, 250 ml). The white to grey precipitate formed was filtered off and washed with water (2×40 ml) and then dried. 44.2 g (100%) of product was isolated.